This data is from the Open Reaction Database (ORD), a public repository of structured organic reaction records. The task is: describe an organic reaction: reactants, conditions, products, and yield The reactants are C(OCC)(OCC)=O (diethyl carbonate), C[O-].[Na+] (sodium methylate), C1(CCCCC1)C1=CC=C(C=C1)NCC(CO)O ((RS)-3-(4-cyclohexyl-phenylamino)-propane-1,2-diol). The solvent is CO (methanol), C1(=CC=CC=C1)C (toluene). Reaction conditions: time 8 hour. The product is C1(CCCCC1)C1=CC=C(C=C1)N1C(OC(C1)CO)=O ((RS)-3-(4-Cyclohexyl-phenyl)-5-hydroxymethyl-oxazolidin-2-one). The yield is 52.9%. RXN SMILES: [CH:1]1([C:7]2[CH:12]=[CH:11][C:10]([NH:13][CH2:14][CH:15]([OH:18])[CH2:16][OH:17])=[CH:9][CH:8]=2)[CH2:6][CH2:5][CH2:4][CH2:3][CH2:2]1.[C:19](=O)(OCC)[O:20]CC.C[O-].[Na+]>C1(C)C=CC=CC=1.CO>[CH:1]1([C:7]2[CH:8]=[CH:9][C:10]([N:13]3[CH2:14][CH:15]([CH2:16][OH:17])[O:18][C:19]3=[O:20])=[CH:11][CH:12]=2)[CH2:2][CH2:3][CH2:4][CH2:5][CH2:6]1 |f:2.3|. Procedure details: 2.4 g (9.62 mmol) of (RS)-3-(4-cyclohexyl-phenylamino)-propane-1,2-diol were dissolved in 50 ml of toluene, treated with 1.25 g (10.6 mmol) of diethyl carbonate and 0.4 ml of a 1 molar sodium methylate solution in methanol and stirred overnight at an oil bath temperature of 110°. The solvent was distilled off in a water-jet vacuum and the residue was treated with water and 1N hydrochloric acid and extracted with ethyl acetate. The organic phase was washed with water, dried over magnesium sulfate...